Dataset: the Open Reaction Database (ORD), a public repository of structured organic reaction records. Task: describe an organic reaction: reactants, conditions, products, and yield The reactants are NC1=NC(=C2N=C(N(C2=N1)COC(CO)CO)Br)N (2-[(2,6-diamino-8-bromo-9H-purin-9-yl)methoxy]-1,3-propanediol), saturated solution, N (ammonia). The solvent is CO (methanol). Conditions: temperature 125 celsius. Product: NC1=NC(=C2N=C(N(C2=N1)COC(CO)CO)N)N (2-[(2,6,8-Triamino-9H-purin-9-yl)methoxy]-1,3 propanediol). Reaction SMILES: [NH2:1][C:2]1[N:10]=[C:9]2[C:5]([N:6]=[C:7](Br)[N:8]2[CH2:11][O:12][CH:13]([CH2:16][OH:17])[CH2:14][OH:15])=[C:4]([NH2:19])[N:3]=1.[NH3:20]>CO>[NH2:1][C:2]1[N:10]=[C:9]2[C:5]([N:6]=[C:7]([NH2:20])[N:8]2[CH2:11][O:12][CH:13]([CH2:16][OH:17])[CH2:14][OH:15])=[C:4]([NH2:19])[N:3]=1. Procedure details: A mixture of 1.153 g (3.46 mM) of 2-[(2,6-diamino-8-bromo-9H-purin-9-yl)methoxy]-1,3-propanediol and 300 ml of a saturated solution of ammonia in methanol was heated at 125° C. in a Parr bomb for 18 hours. The reaction mixture was purified by flash chromatography on silica gel eluting with a methanol dichloromethane gradient (10→40%) to give a light brown solid. This solid was recrystallized from acetonitrile/methanol to yield the title compound as a light brown powder, mp 206°-208° C. Starting materials: C1(=CC=CC=C1)P(C1=CC=CC=C1)C1=CC=CC=C1 (triphenylphosphine), CCOCC (ether), BrBr (bromine), [N+](=O)([O-])C1=CC=C(C=CCO)C=C1 (p-nitrocinnamyl alcohol). Solvent: C(C)#N (acetonitrile), C(C)#N (acetonitrile). Conditions: temperature 60 celsius, time 8 hour. The product is [N+](=O)([O-])C1=CC=C(/C=C/CBr)C=C1 (trans-p-nitrocinnamyl bromide). Isolated yield 86.0%. RXN SMILES: C1(P(C2C=CC=CC=2)C2C=CC=CC=2)C=CC=CC=1.[Br:20]Br.[N+:22]([C:25]1[CH:34]=[CH:33][C:28]([CH:29]=[CH:30][CH2:31]O)=[CH:27][CH:26]=1)([O-:24])=[O:23].CCOCC>C(#N)C>[N+:22]([C:25]1[CH:34]=[CH:33][C:28](/[CH:29]=[CH:30]/[CH2:31][Br:20])=[CH:27][CH:26]=1)([O-:24])=[O:23]. Procedure details: In 35 mL of dry acetonitrile under nitrogen atmosphere was added 7.3 g (27.9 mmole) of triphenylphosphine. To the solution was added dropwise over 15 minutes 4.31 g of bromine (27.0 mmole) while cooling the reaction mixture to maintain the temperature between 0°-10° C. The solution was allowed to warm to room temperature (about 22°-25° C.) and 5.0 g (27.9 mmole) of p-nitrocinnamyl alcohol (Pfaultz & Bauer Chemical Co.) was added as a slurry in 50 mL of acetonitrile which caused an exothermic rea...